This data is from the Open Reaction Database (ORD), a public repository of structured organic reaction records. The task is: describe an organic reaction: reactants, conditions, products, and yield Reactants: ClC1=C(C(OCC)=N)C=CC=C1 (ethyl o-chlorobenzimidate), FC(C1=CC=NC=C1C(=O)Cl)(F)F (4-trifluoromethyl-nicotinoyl chloride). Product: FC(C1=CC=NC=C1C(=O)N=C(C1=C(C=CC=C1)Cl)OCC)(F)F (ethyl N-(4-trifluoromethyl-nicotinoyl)-2-chlorobenzimidate). Reaction SMILES: [Cl:1][C:2]1[CH:12]=[CH:11][CH:10]=[CH:9][C:3]=1[C:4](=[NH:8])[O:5][CH2:6][CH3:7].[F:13][C:14]([F:25])([F:24])[C:15]1[C:20]([C:21](Cl)=[O:22])=[CH:19][N:18]=[CH:17][CH:16]=1>>[F:24][C:14]([F:13])([F:25])[C:15]1[C:20]([C:21]([N:8]=[C:4]([O:5][CH2:6][CH3:7])[C:3]2[CH:9]=[CH:10][CH:11]=[CH:12][C:2]=2[Cl:1])=[O:22])=[CH:19][N:18]=[CH:17][CH:16]=1. Reported procedure: starting from ethyl o-chlorobenzimidate and 4-trifluoromethyl-nicotinoyl chloride there is obtained ethyl N-(4-trifluoromethyl-nicotinoyl)-2-chlorobenzimidate and therefrom with methylhydrazine there is obtained 3-(o-chlorophenyl)-1-methyl-5-(4-trifluoromethyl-3-pyridyl)-1H-1,2,4-triazole, 1H-NMR(CDCl3): 3.85 (s, N-CH3), 7.6-8.1 (5 aromatic H), 8.9-9.2 (2 aromatic H); mass spectrum: 338 (100), 319 (5), 166 (94), 138 (95);